This data is from the Open Reaction Database (ORD), a public repository of structured organic reaction records. The task is: describe an organic reaction: reactants, conditions, products, and yield Reactants: CC(C)=O, Cc1ncn(-c2ccc(Nc3n[nH]c(C(CCCCCl)c4ccc(OCC(F)(F)F)cc4)n3)cc2F)n1, [I-], [Na+]. Product: Cc1ncn(-c2ccc(Nc3nc4n(n3)CCCCC4c3ccc(OCC(F)(F)F)cc3)cc2F)n1. As a reaction SMILES: [CH3:40][C:41](=[O:42])[CH3:43].[Cl:1][CH2:2][CH2:3][CH2:4][CH2:5][CH:6]([c:7]1[cH:8][cH:9][c:10]([O:13][CH2:14][C:15]([F:16])([F:17])[F:18])[cH:11][cH:12]1)[c:19]1[n:20][c:21]([NH:24][c:25]2[cH:26][cH:27][c:28](-[n:32]3[n:33][c:34]([CH3:37])[n:35][cH:36]3)[c:29]([F:31])[cH:30]2)[n:22][nH:23]1.[I-:39].[Na+:38]>>[CH2:2]1[CH2:3][CH2:4][CH2:5][CH:6]([c:7]2[cH:8][cH:9][c:10]([O:13][CH2:14][C:15]([F:16])([F:17])[F:18])[cH:11][cH:12]2)[c:19]2[n:20][c:21]([NH:24][c:25]3[cH:26][cH:27][c:28](-[n:32]4[n:33][c:34]([CH3:37])[n:35][cH:36]4)[c:29]([F:31])[cH:30]3)[n:22][n:23]21. Starting materials: Cc1ncc(CO)c(C)c1Oc1ccnc(Cl)c1, ClCCl, [K+], O=[Mn](=O)(=O)[O-], [Na+], [OH-]. Yields the product Cc1ncc(C(=O)O)c(C)c1Oc1ccnc(Cl)c1. As a reaction SMILES: [Cl:1][c:2]1[n:3][cH:4][cH:5][c:6]([O:8][c:9]2[c:10]([CH3:18])[c:11]([CH2:16][OH:17])[cH:12][n:13][c:14]2[CH3:15])[cH:7]1.[Cl:27][CH2:28][Cl:29].[K+:26].[Mn:21](=[O:22])([O-:23])(=[O:24])=[O:25].[Na+:20].[OH-:19]>>[Cl:1][c:2]1[n:3][cH:4][cH:5][c:6]([O:8][c:9]2[c:10]([CH3:18])[c:11]([C:16](=[O:17])[OH:22])[cH:12][n:13][c:14]2[CH3:15])[cH:7]1.